This data is from the Open Reaction Database (ORD), a public repository of structured organic reaction records. The task is: describe an organic reaction: reactants, conditions, products, and yield Starting materials: CCOC(=O)CCCCCOCc1ccccc1, [Li]CCCC, [CH3], CO[PH](=O)OC. Yields the product COP(=O)(CC(=O)CCCCCOCc1ccccc1)OC. RXN SMILES: [CH2:13]([O:14][C:16]([CH2:17][CH2:18][CH2:19][CH2:20][CH2:21][O:22][CH2:23][c:24]1[cH:25][cH:26][cH:27][cH:28][cH:29]1)=[O:30])[CH3:15].[CH2:8]([Li:9])[CH2:10][CH2:11][CH3:12].[CH3:1].[CH3:2][O:3][PH:4]([O:5][CH3:6])=[O:7]>>[CH3:2][O:3][P:4]([O:5][CH3:6])(=[O:7])[CH2:8][C:16]([CH2:17][CH2:18][CH2:19][CH2:20][CH2:21][O:22][CH2:23][c:24]1[cH:25][cH:26][cH:27][cH:28][cH:29]1)=[O:30]. Starting materials: ClC1=C(C(C2=C(C=CC=C2)F)=NO)C=CC(=C1Cl)O (2,3-dichloro-4-hydroxy-2'-fluorobenzophenone oxime), [H-].[Na+] (sodium hydride), O (water), [H-].[Na+] (sodium hydride), BrCC(=O)OCC (ethyl bromoacetate). The solvent is CN(C=O)C (dimethylformamide), CN(C=O)C (dimethylformamide), C1=CC=CC=C1 (benzene). Reaction conditions: time 30 minute. The product is C(C)OC(COC1=C(C2=C(C(=NO2)C2=C(C=CC=C2)F)C=C1)Cl)=O (ethyl{[7-chloro-3-(2-fluorophenyl)-1,2-benzisoxazol-6-yl]oxy}acetat). RXN SMILES: Cl[C:2]1[C:17]([Cl:18])=[C:16]([OH:19])[CH:15]=[CH:14][C:3]=1[C:4](=[N:12][OH:13])[C:5]1[CH:10]=[CH:9][CH:8]=[CH:7][C:6]=1[F:11].[H-].[Na+].Br[CH2:23][C:24]([O:26][CH2:27][CH3:28])=[O:25].O>CN(C)C=O.C1C=CC=CC=1>[CH2:27]([O:26][C:24](=[O:25])[CH2:23][O:19][C:16]1[CH:15]=[CH:14][C:3]2[C:4]([C:5]3[CH:10]=[CH:9][CH:8]=[CH:7][C:6]=3[F:11])=[N:12][O:13][C:2]=2[C:17]=1[Cl:18])[CH3:28] |f:1.2|. Procedure details: A solution of 18.4 g of 2,3-dichloro-4-hydroxy-2'-fluorobenzophenone oxime and 3.6 g of sodium hydride in 120 ml of dimethylformamide and 120 ml of benzene is maintained at a temperature of from 80°-85° C. for 3 hours. Thereafter, the mixture is permitted to reach ambient temperature after which a solution of 11.0 g of ethyl bromoacetate in 20 ml of dimethylformamide is added dropwise. After the addition is complete, the mixture is stirred for 30 minutes and then water is added to decompose any ... Starting materials: O=C1CCN(c2ccc(C(=O)NOCc3ccccc3)cc2)CC1, CS(=O)(=O)Nc1cc(C(O)CN)ccc1O. Product: CS(=O)(=O)Nc1cc(C(O)CNC2CCN(c3ccc(C(=O)NOCc4ccccc4)cc3)CC2)ccc1O. As a reaction SMILES: [CH2:1]([c:2]1[cH:3][cH:4][cH:5][cH:6][cH:7]1)[O:8][NH:9][C:10]([c:11]1[cH:12][cH:13][c:14]([N:17]2[CH2:18][CH2:19][C:20](=[O:23])[CH2:21][CH2:22]2)[cH:15][cH:16]1)=[O:24].[NH2:25][CH2:26][CH:27]([OH:28])[c:29]1[cH:30][cH:31][c:32]([OH:40])[c:33]([NH:35][S:36](=[O:37])(=[O:38])[CH3:39])[cH:34]1>>[CH2:1]([c:2]1[cH:3][cH:4][cH:5][cH:6][cH:7]1)[O:8][NH:9][C:10]([c:11]1[cH:12][cH:13][c:14]([N:17]2[CH2:18][CH2:19][CH:20]([NH:25][CH2:26][CH:27]([OH:28])[c:29]3[cH:30][cH:31][c:32]([OH:40])[c:33]([NH:35][S:36](=[O:37])(=[O:38])[CH3:39])[cH:34]3)[CH2:21][CH2:22]2)[cH:15][cH:16]1)=[O:24]. Reactants: C(C1=CC=CC=C1)N1CCC(CC1)C(=O)OCC (ethyl 1-benzylpiperidin-4-ylcarboxylate), C(C)(C)NC(C)C (diisopropylamine), C(CCC)[Li] (n-butyllithium), CCCCCC (hexane), CC(C)(C)OC(=O)/N=N/C(=O)OC(C)(C)C (di-tert-butylazodicarboxylate), C([O-])([O-])=O.[K+].[K+] (potassium carbonate). The solvent is CCOCC (ether), CCOCC (ether), CCOCC (ether). Reaction conditions: time 10 minute. The product is C(C1=CC=CC=C1)N1CCC(CC1)(N(NC(=O)OC(C)(C)C)C(=O)OC(C)(C)C)C(=O)OCC (Ethyl 1-benzyl-4-(N,N'-di-tert-butyloxycarbonylhydrazino)piperidin-4-ylcarboxylate). Yield: 54.1%. RXN SMILES: C(NC(C)C)(C)C.C([Li])CCC.CCCCCC.[CH2:19]([N:26]1[CH2:31][CH2:30][CH:29]([C:32]([O:34][CH2:35][CH3:36])=[O:33])[CH2:28][CH2:27]1)[C:20]1[CH:25]=[CH:24][CH:23]=[CH:22][CH:21]=1.[CH3:37][C:38]([O:41][C:42](/[N:44]=[N:45]/[C:46]([O:48][C:49]([CH3:52])([CH3:51])[CH3:50])=[O:47])=[O:43])([CH3:40])[CH3:39].C(=O)([O-])[O-].[K+].[K+]>CCOCC>[CH2:19]([N:26]1[CH2:31][CH2:30][C:29]([C:32]([O:34][CH2:35][CH3:36])=[O:33])([N:44]([C:42]([O:41][C:38]([CH3:40])([CH3:39])[CH3:37])=[O:43])[NH:45][C:46]([O:48][C:49]([CH3:50])([CH3:51])[CH3:52])=[O:47])[CH2:28][CH2:27]1)[C:20]1[CH:21]=[CH:22][CH:23]=[CH:24][CH:25]=1 |f:5.6.7|. Procedure: A solution of diisopropylamine (8.8 ml, 0.063 mol) in ether (400 ml) at -70° C. under nitrogen was treated with 1.6M n-butyllithium in hexane (37.5 ml, 0.060 mol) and stirred for 10 minutes. A solution of ethyl 1-benzylpiperidin-4-ylcarboxylate (13.6 g, 0.055 mol) in ether (70 ml) was added over 5 minutes and the resulting mixture then stirred at -70° C. for 40 minutes, before adding a solution of di-tert-butylazodicarboxylate (13.5 g, 0.058 mol) in ether (80 ml). The reaction mixture was allowe... Reported procedure: A solution of 162 (1.39 g, 4.77 mmol) and LiOH.H2O (300 mg, 7.16 mmol) in 1:1 THF:water (8 ml) was stirred at room temperature for 24 h. 1 M HCl was added to reach pH=5 and the solvent was evaporated. The title compound was purified by preparative HPLC (Aquasil C18, reverse phase, eluent: MeOH/water) to give 979 mg (78%) of the title compound 163 as a white powder. 1H NMR: (400 MHz, DMSO) δ (ppm): 8.81 (s, 1H), 7.78 (dt, J=8.6, 1.8 Hz, 2H), 7.53 (dt, J=8.8, 2.0 Hz, 2H), 3.44 (t, J=4.9 Hz, 4H), 2... Isolated yield 78.0%. The reactants are Cl (HCl), CN1CCN(CC1)C(=O)NC1=CC=C(C(=O)OCC)C=C1 (Ethyl 4-(1-methylpiperazine-4-carboxamido)benzoate), O[Li].O (LiOH.H2O), C1CCOC1 (THF). Reaction SMILES: [CH3:1][N:2]1[CH2:7][CH2:6][N:5]([C:8]([NH:10][C:11]2[CH:21]=[CH:20][C:14]([C:15]([O:17]CC)=[O:16])=[CH:13][CH:12]=2)=[O:9])[CH2:4][CH2:3]1.O[Li].O.C1COCC1.Cl>O>[CH3:1][N:2]1[CH2:7][CH2:6][N:5]([C:8]([NH:10][C:11]2[CH:21]=[CH:20][C:14]([C:15]([OH:17])=[O:16])=[CH:13][CH:12]=2)=[O:9])[CH2:4][CH2:3]1 |f:1.2|. Yields the product CN1CCN(CC1)C(=O)NC1=CC=C(C(=O)O)C=C1 (4-(1-Methylpiperazine-4-carboxamido)benzoic acid). The solvent is O (water). Reactants: [F-].C(CCC)[N+](CCCC)(CCCC)CCCC (tetrabutylammonium fluoride), C(C)(=O)O (acetic acid), O1CCCC1 (tetrahydrofuran), allyl (8S,9R,10S)-10-((R)-(1-(tert-butyldimethylsilyl)oxy)ethyl)-11-oxo-1-azatricyclo-[7.2.0.03,8]undec-2-ene-2-carboxylate, C(O)([O-])=O.[Na+] (sodium hydrogencarbonate), O1CCCC1 (tetrahydrofuran). Reaction conditions: time 2 hour. The product is O[C@@H](C)OC(=O)C=1N2C(CC2C2CCCCC12)=O ((R)-(1-hydroxyethyl)-11-oxo-1-azatricyclo-[7.2.0.03,8]undec-2-ene-2-carboxylate). The yield is 92.0%. Reaction SMILES: [F-].C([N+:6]([CH2:15][CH2:16][CH2:17][CH3:18])([CH2:11][CH2:12]CC)[CH2:7][CH2:8][CH2:9][CH3:10])CCC.[C:19]([OH:22])(=[O:21])[CH3:20].[C:23](=O)([O-])[OH:24].[Na+].[O:28]1CCCC1>>[OH:21][C@H:19]([O:22][C:23]([C:15]1[N:6]2[CH:7]([CH:8]3[C:16]=1[CH2:17][CH2:18][CH2:10][CH2:9]3)[CH2:12][C:11]2=[O:28])=[O:24])[CH3:20] |f:0.1,3.4|. Procedure: To a solution of allyl (8S,9R,10S)-10-((R)-(1-(tert-butyldimethylsilyl)oxy)ethyl)-11-oxo-1-azatricyclo-[7.2.0.03,8]undec-2-ene-2-carboxylate (405 mg;1 mmole) prepared according to the process disclosed in Example 9a in tetrahydrofuran (10 ml), 1M tetrabutylammonium fluoride solution (3 ml; 3 mmole) in tetrahydrofuran and acetic acid (0.23 ml; 4 mmole) were added. The obtained mixture was stirred for 2 hours at room temperature. Then the solution was shaken with saturated aqueous sodium hydrogenc... Reactants: CC(=O)Nc1ccc(N)cn1, C1CCOC1, C[Si](C)(C)[N-][Si](C)(C)C, Fc1ncccc1-c1ncnc2c1ncn2C1CCCCO1, [Li+], [Na+], O=C([O-])O. Yields the product CC(=O)Nc1ccc(Nc2ncccc2-c2ncnc3c2ncn3C2CCCCO2)cn1. Reaction SMILES: [C:23]([CH3:24])(=[O:25])[NH:26][c:27]1[n:28][cH:29][c:30]([NH2:33])[cH:31][cH:32]1.[CH2:49]1[O:50][CH2:51][CH2:52][CH2:53]1.[CH3:35][Si:36]([N-:37][Si:38]([CH3:39])([CH3:40])[CH3:41])([CH3:42])[CH3:43].[F:1][c:2]1[n:3][cH:4][cH:5][cH:6][c:7]1-[c:8]1[c:9]2[n:10][cH:11][n:12]([CH:17]3[O:18][CH2:19][CH2:20][CH2:21][CH2:22]3)[c:13]2[n:14][cH:15][n:16]1.[Li+:34].[Na+:48].[O-:44][C:45]([OH:46])=[O:47]>>[c:2]1([NH:33][c:30]2[cH:29][n:28][c:27]([NH:26][C:23]([CH3:24])=[O:25])[cH:32][cH:31]2)[n:3][cH:4][cH:5][cH:6][c:7]1-[c:8]1[c:9]2[n:10][cH:11][n:12]([CH:17]3[O:18][CH2:19][CH2:20][CH2:21][CH2:22]3)[c:13]2[n:14][cH:15][n:16]1.